describe an organic reaction: reactants, conditions, products, and yield From a dataset of the Open Reaction Database (ORD), a public repository of structured organic reaction records. Reactants: ( 33 ), C1(=CC=CC=C1)C (toluene), O.C1(=CC=C(C=C1)S(=O)(=O)O)C (p-toluenesulfonic acid monohydrate). Run at temperature 90 celsius. The product is C=1C=CC=2C(C1)=CC=CC2O (naphthol). Reaction SMILES: [OH2:1].[C:2]1([CH3:12])[CH:7]=[CH:6][C:5](S(O)(=O)=O)=[CH:4][CH:3]=1.[C:13]1([CH3:19])C=CC=C[CH:14]=1>>[CH:5]1[CH:4]=[CH:3][C:2]2[C:7](=[CH:14][CH:13]=[CH:19][C:12]=2[OH:1])[CH:6]=1 |f:0.1|. Procedure: The compound of the above formula (33) was dissolved in 120 ml of toluene and heated to 90° C. 57.6 g (303.0 mmol) of p-toluenesulfonic acid monohydrate was added to this solution and refluxed for 4 hours. After the reaction, the reaction product was washed in water, the solvent was removed, and the obtained product was purified by column chromatography to obtain a naphthol compound represented by the following formula (34) as 4.4 g (7.6 mmol, yield rate of 75%) of a white solid. The reactants are N(C1=CC=CC=C1)C1=NC=2C3=C(CCC2C=N1)C(=NN3C)C(=O)O (8-anilino-1-methyl-4,5-dihydro-1H-pyrazolo[4,3-h]quinazoline-3-carboxylic acid), ON1N=NC2=C1C=CC=C2 (N-hydroxybenzotriazole), CN1CCOCC1 (N-methylmorpholine), Cl.CN(CCCN=C=NCC)C (N-(3-dimethylaminopropyl)-N′-ethylcarbodiimide hydrochloride), C1(=CC=CC=C1)C(C1=CC=CC=C1)(C1=CC=CC=C1)NO (triphenylmethylhydroxylamine). Solvent: CN(C=O)C (dimethylformamide). Product: N(C1=CC=CC=C1)C1=NC=2C3=C(CCC2C=N1)C(=NN3C)C(=O)NO (8-anilino-N-hydroxy-1-methyl-4,5-dihydro-1H-pyrazolo[4,3-h]quinazoline-3-carboxamide). Procedure: To a solution of 260 mg (0.81 mmol) of 8-anilino-1-methyl-4,5-dihydro-1H-pyrazolo[4,3-h]quinazoline-3-carboxylic acid in 50 mL of anhydrous dimethylformamide 111 mg of N-hydroxybenzotriazole (0.81 mmol), 0.16 mL of N-methylmorpholine, 205 mg (1.07 mmol) of N-(3-dimethylaminopropyl)-N′-ethylcarbodiimide hydrochloride and 585 mg (2.13 mmol) of triphenylmethylhydroxylamine were added consecutively. After 48 hours at room temperature the solvent was removed under reduced pressure and the residue tak... Reaction SMILES: [NH:1]([C:8]1[N:17]=[CH:16][C:15]2[CH2:14][CH2:13][C:12]3[C:18]([C:22]([OH:24])=O)=[N:19][N:20]([CH3:21])[C:11]=3[C:10]=2[N:9]=1)[C:2]1[CH:7]=[CH:6][CH:5]=[CH:4][CH:3]=1.[OH:25][N:26]1C2C=CC=CC=2N=N1.CN1CCOCC1.Cl.CN(C)CCCN=C=NCC.C1(C(NO)(C2C=CC=CC=2)C2C=CC=CC=2)C=CC=CC=1>CN(C)C=O>[NH:1]([C:8]1[N:17]=[CH:16][C:15]2[CH2:14][CH2:13][C:12]3[C:18]([C:22]([NH:26][OH:25])=[O:24])=[N:19][N:20]([CH3:21])[C:11]=3[C:10]=2[N:9]=1)[C:2]1[CH:7]=[CH:6][CH:5]=[CH:4][CH:3]=1 |f:3.4|. Isolated yield 66.1%. The reactants are Cl (hydrochloric acid), C1=CC=CC=2C3=CC=CC=C3CC12 (fluorene), CI (methyl iodide), [Li]CCCC (n-BuLi). Solvent: C1CCOC1 (THF). Run at temperature -70 celsius. Yields the product CC1C2=CC=CC=C2C=2C=CC=CC12 (9-methylfluorene). The yield is 67.6%. Reaction SMILES: [CH:1]1[C:13]2[CH2:12][C:11]3[C:6](=[CH:7][CH:8]=[CH:9][CH:10]=3)[C:5]=2[CH:4]=[CH:3][CH:2]=1.[Li][CH2:15]CCC.CI.Cl>C1COCC1>[CH3:15][CH:12]1[C:11]2[CH:10]=[CH:9][CH:8]=[CH:7][C:6]=2[C:5]2[C:13]1=[CH:1][CH:2]=[CH:3][CH:4]=2. Procedure details: A mixture of fluorene (78.3 g) and THF (700 mL) was cooled down to −70° C., and n-BuLi (300 mL, corresponding to 0.48 mol) was dropwise added thereto while maintaining −60° C. or lower. Then, methyl iodide (66.8 g) was added, and the temperature was allowed to slowly go back to a room temperature. The mixture was cooled again down to 0° C. to add 3M-hydrochloric acid (300 mL), and the reaction mixture was extracted with toluene. The organic layer obtained was washed well in order with saturated ... Starting materials: O (water), FC1=CC=C(C=O)C=C1 (4-fluorobenzaldehyde), CN(C1=NC=CC=N1)CCO (2-[N-methyl-N-(2-pyrimidinyl)amino]ethanol), C([O-])([O-])=O.[K+].[K+] (potassium carbonate). Solvent: CS(=O)C (dimethyl sulphoxide). Conditions: temperature 120 celsius, time 6 hour. The product is CN(C1=NC=CC=N1)CCOC1=CC=C(C=O)C=C1 (4-[2-(N-Methyl-N-(2-pyrimidinyl)amino)ethoxy]-benzaldehyde). RXN SMILES: F[C:2]1[CH:9]=[CH:8][C:5]([CH:6]=[O:7])=[CH:4][CH:3]=1.[CH3:10][N:11]([CH2:18][CH2:19][OH:20])[C:12]1[N:17]=[CH:16][CH:15]=[CH:14][N:13]=1.C(=O)([O-])[O-].[K+].[K+].O>CS(C)=O>[CH3:10][N:11]([CH2:18][CH2:19][O:20][C:2]1[CH:9]=[CH:8][C:5]([CH:6]=[O:7])=[CH:4][CH:3]=1)[C:12]1[N:13]=[CH:14][CH:15]=[CH:16][N:17]=1 |f:2.3.4|. Procedure details: A mixture of 4-fluorobenzaldehyde (12 ml) and 2-[N-methyl-N-(2-pyrimidinyl)amino]ethanol (10.05 g) in dry dimethyl sulphoxide (50 ml) containing anhydrous potassium carbonate (15 g) was stirred at 120° C. for 6 hours. The mixture was cooled to room temperature and added to water (200 ml). The aqueous solution was extracted with ethyl acetate (2×300 ml), the organic extracts washed with brine, dried (MgSO4) and evaporated. The title compound was obtained as an oil following chromatography on sili... Reactants: [H][H], O=C1NC(=O)c2c1cccc2[N+](=O)[O-], O=C1NC(=O)c2cc([N+](=O)[O-])ccc21, O, [Pd]. Yields the product Nc1ccc2c(c1)C(=O)NC2=O. Reaction SMILES: [H:15][H:16].[N+:17]([c:18]1[cH:19][cH:20][cH:21][c:22]2[c:27]1[C:25](=[O:26])[NH:24][C:23]2=[O:28])([O-:29])=[O:30].[N+:1]([O-:2])(=[O:3])[c:4]1[cH:5][c:6]2[c:7]([cH:13][cH:14]1)[C:8](=[O:9])[NH:10][C:11]2=[O:12].[OH2:32].[Pd:31]>>[NH2:1][c:4]1[cH:5][c:6]2[c:7]([cH:13][cH:14]1)[C:8](=[O:9])[NH:10][C:11]2=[O:12]. The reactants are FC(C(=O)NCCN1C(C(SC2=C1C=C(C(=C2)C)C(=O)N([C@H]2CN(CCC2)C(=O)OC(C)(C)C)C(C)C)(C)C)=O)F (tert-butyl (3R)-3-[[(4-{2-[(difluoroacetyl)amino]ethyl}-2,2,7-trimethyl-3-oxo-3,4-dihydro-2H-1,4-benzothiazin-6-yl)carbonyl](isopropyl)amino]piperidine-1-carboxylate), Cl.O1CCOCC1 (hydrochloric acid dioxane). The solvent is C(Cl)(Cl)Cl (chloroform). Conditions: time 1 hour. The product is Cl.FC(C(=O)NCCN1C(C(SC2=C1C=C(C(=C2)C)C(=O)N([C@H]2CNCCC2)C(C)C)(C)C)=O)F (4-{2-[(Difluoroacetyl)amino]ethyl}-N-isopropyl-2,2,7-trimethyl-3-oxo-N-[(3R)-piperidin-3-yl]-3,4-dihydro-2H-1,4-benzothiazine-6-carboxamide hydrochloride). Reaction SMILES: [F:1][CH:2]([F:41])[C:3]([NH:5][CH2:6][CH2:7][N:8]1[C:13]2[CH:14]=[C:15]([C:19]([N:21]([CH:35]([CH3:37])[CH3:36])[C@@H:22]3[CH2:27][CH2:26][CH2:25][N:24](C(OC(C)(C)C)=O)[CH2:23]3)=[O:20])[C:16]([CH3:18])=[CH:17][C:12]=2[S:11][C:10]([CH3:39])([CH3:38])[C:9]1=[O:40])=[O:4].[ClH:42].O1CCOCC1>C(Cl)(Cl)Cl>[ClH:42].[F:41][CH:2]([F:1])[C:3]([NH:5][CH2:6][CH2:7][N:8]1[C:13]2[CH:14]=[C:15]([C:19]([N:21]([CH:35]([CH3:36])[CH3:37])[C@@H:22]3[CH2:27][CH2:26][CH2:25][NH:24][CH2:23]3)=[O:20])[C:16]([CH3:18])=[CH:17][C:12]=2[S:11][C:10]([CH3:39])([CH3:38])[C:9]1=[O:40])=[O:4] |f:1.2,4.5|. Procedure details: To a solution of tert-butyl (3R)-3-[[(4-{2-[(difluoroacetyl)amino]ethyl}-2,2,7-trimethyl-3-oxo-3,4-dihydro-2H-1,4-benzothiazin-6-yl)carbonyl](isopropyl)amino]piperidine-1-carboxylate (1 g) in chloroform (8 ml) was added a 4N hydrochloric acid/dioxane solution (8 ml), and the mixture was stirred at room temperature for one hour. The mixture was concentrated under reduced pressure to give the title compound (0.9 g). Starting materials: TEA, C(CC)P1(OP(OP(O1)(=O)CCC)(=O)CCC)=O (T3P), BrC1=CC2=C(NC(CO2)CC(=O)OCC)C=C1 (ethyl (7-bromo-3,4-dihydro-2H-1,4-benzoxazin-3-yl)acetate), BrC1=CC2=C(NC(CO2)CC(=O)OCC)C=C1 (ethyl (7-bromo-3,4-dihydro-2H-1,4-benzoxazin-3-yl)acetate), O=C1COC2=C(N1)C=C(C=C2)C(=O)O (3-oxo-3,4-dihydro-2H-1,4-benzoxazine-6-carboxylic acid), C(CC)P1(OP(OP(O1)(=O)CCC)(=O)CCC)=O (T3P), TEA. The solvent is CCOC(=O)C (EtOAc), CCOC(=O)C (EtOAc). Conditions: temperature 150 celsius. Product: BrC1=CC2=C(N(C(CO2)CC(=O)OCC)C(=O)C=2C=CC3=C(NC(CO3)=O)C2)C=C1 (Ethyl {7-bromo-4-[(3-oxo-3,4-dihydro-2H-1,4-benzoxazin-6-yl)carbonyl]-3,4-dihydro-2H-1,4-benzoxazin-3-yl}acetate). The yield is 57.9%. As a reaction SMILES: C(P1(=O)OP(CCC)(=O)OP(CCC)(=O)O1)CC.[Br:19][C:20]1[CH:35]=[CH:34][C:23]2[NH:24][CH:25]([CH2:28][C:29]([O:31][CH2:32][CH3:33])=[O:30])[CH2:26][O:27][C:22]=2[CH:21]=1.[O:36]=[C:37]1[NH:42][C:41]2[CH:43]=[C:44]([C:47](O)=[O:48])[CH:45]=[CH:46][C:40]=2[O:39][CH2:38]1>CCOC(C)=O>[Br:19][C:20]1[CH:35]=[CH:34][C:23]2[N:24]([C:47]([C:44]3[CH:45]=[CH:46][C:40]4[O:39][CH2:38][C:37](=[O:36])[NH:42][C:41]=4[CH:43]=3)=[O:48])[CH:25]([CH2:28][C:29]([O:31][CH2:32][CH3:33])=[O:30])[CH2:26][O:27][C:22]=2[CH:21]=1. Reported procedure: TEA (0.737 mL, 5.32 mmol) and T3P (50 wt. % in EtOAc, 2.372 mL, 3.99 mmol) were added to a solution of ethyl (7-bromo-3,4-dihydro-2H-1,4-benzoxazin-3-yl)acetate (Intermediate 27, 399 mg, 1.33 mmol) and 3-oxo-3,4-dihydro-2H-1,4-benzoxazine-6-carboxylic acid (308 mg, 1.60 mmol) in EtOAc (7 mL). The reaction mixture was heated in a microwave reactor at 150° C. for 2 h. Additional T3P (50 wt. % in EtOAc, 1.2 mL, 2.02 mmol) and TEA (0.3 mL, 2.16 mmol) was added and the mixture was heated in a microwa... The reactants are [Al+3], CCOC(=O)c1oc2ccc(C(C)(C)C)c(O)c2c1C, [Cl-], [Cl-], [Cl-], O=C(Cl)c1ccc(Cl)cc1, ClCCCl, Cl. Yields the product CCOC(=O)c1oc2c(C(=O)c3ccc(Cl)cc3)cc(C(C)(C)C)c(O)c2c1C. As a reaction SMILES: [Al+3:32].[CH3:1][c:2]1[c:3]([C:16](=[O:17])[O:18][CH2:19][CH3:20])[o:4][c:5]2[c:6]1[c:7]([OH:15])[c:8]([C:11]([CH3:12])([CH3:13])[CH3:14])[cH:9][cH:10]2.[Cl-:31].[Cl-:33].[Cl-:34].[Cl:21][c:22]1[cH:23][cH:24][c:25]([C:26](=[O:27])[Cl:28])[cH:29][cH:30]1.[Cl:36][CH2:37][CH2:38][Cl:39].[ClH:35]>>[CH3:1][c:2]1[c:3]([C:16](=[O:17])[O:18][CH2:19][CH3:20])[o:4][c:5]2[c:6]1[c:7]([OH:15])[c:8]([C:11]([CH3:12])([CH3:13])[CH3:14])[cH:9][c:10]2[C:26]([c:25]1[cH:24][cH:23][c:22]([Cl:21])[cH:30][cH:29]1)=[O:27].